This data is from the Open Reaction Database (ORD), a public repository of structured organic reaction records. The task is: describe an organic reaction: reactants, conditions, products, and yield The reactants are C(C(=O)Cl)(=O)Cl (oxalyl chloride), COC=1C=C2C=C(NC2=CC1OC)C (5,6-dimethoxy-2-methylindole). Solvent: CCOCC (ether). Run at time 10 minute. The product is COC=1C=C2C(=C(NC2=CC1OC)C)C(C(=O)Cl)=O (5,6-dimethoxy-2-methyl-3-indole glyoxylyl chloride). Reaction SMILES: [C:1](Cl)(=[O:5])[C:2]([Cl:4])=[O:3].[CH3:7][O:8][C:9]1[CH:10]=[C:11]2[C:15](=[CH:16][C:17]=1[O:18][CH3:19])[NH:14][C:13]([CH3:20])=[CH:12]2>CCOCC>[CH3:7][O:8][C:9]1[CH:10]=[C:11]2[C:15](=[CH:16][C:17]=1[O:18][CH3:19])[NH:14][C:13]([CH3:20])=[C:12]2[C:1](=[O:5])[C:2]([Cl:4])=[O:3]. Procedure details: 8.7 g of oxalyl chloride are added dropwise to a stirring solution, cooled to about -10° C., of 12.0 g of 5,6-dimethoxy-2-methylindole in 250 ml of ether. After addition is complete, the mixture is stirred for 10 minutes, producing a bright orange precipitate of 5,6-dimethoxy-2-methyl-3-indole glyoxylyl chloride which is immediately used for the next step. The reactants are CC(C)([O-])C.[K+] (potassium tert-butoxide), ice water, [Br-].C(#N)CCCC[P+](C1=CC=CC=C1)(C1=CC=CC=C1)C1=CC=CC=C1 (4-cyanobutyltriphenylphosphonium bromide), C(C1=CC=CC=C1)N1CCC(CC1)=O (1-benzyl-4-piperidone). Run in O1CCCC1 (tetrahydrofuran), O1CCCC1 (tetrahydrofuran). Conditions: time 1 hour. Yields the product C(C1=CC=CC=C1)N1CCC(CC1)=CCCCC#N (1-benzyl-4-(4-cyanobutylidene)piperidine). The yield is 82.5%. As a reaction SMILES: [Br-].[C:2]([CH2:4][CH2:5][CH2:6][CH2:7][P+](C1C=CC=CC=1)(C1C=CC=CC=1)C1C=CC=CC=1)#[N:3].CC(C)([O-])C.[K+].[CH2:33]([N:40]1[CH2:45][CH2:44][C:43](=O)[CH2:42][CH2:41]1)[C:34]1[CH:39]=[CH:38][CH:37]=[CH:36][CH:35]=1>O1CCCC1>[CH2:33]([N:40]1[CH2:45][CH2:44][C:43](=[CH:7][CH2:6][CH2:5][CH2:4][C:2]#[N:3])[CH2:42][CH2:41]1)[C:34]1[CH:39]=[CH:38][CH:37]=[CH:36][CH:35]=1 |f:0.1,2.3|. Reported procedure: To a suspension of 4-cyanobutyltriphenylphosphonium bromide (21.80 g) in tetrahydrofuran (100 ml) was added potassium tert-butoxide (5.76 g) in tetrahydrofuran (50 ml) over 30 minutes at 0° C. After 1 hour, a solution of 1-benzyl-4-piperidone (8.84 g) was added to the mixture over 30 minutes at 0° C. The mixture was stirred at ambient temperature for 1 hour, poured into ice-water and extracted with ethyl acetate. The extract was washed with brine, dried over magnesium sulfate and evaporated in v... Starting materials: [Al+3], CCOC(=O)c1csc(Oc2cc(C(C)(C)C)c(O)c(C(C)(C)C)c2)n1, CCOCC, [H-], [H-], [H-], [H-], [Li+], [Mg+2], O=S(=O)([O-])[O-], C1CCOC1, O. The product is CC(C)(C)c1cc(Oc2nc(CO)cs2)cc(C(C)(C)C)c1O. As a reaction SMILES: [Al+3:2].[C:7]([CH3:8])([CH3:9])([CH3:10])[c:11]1[c:12]([OH:32])[c:13]([C:28]([CH3:29])([CH3:30])[CH3:31])[cH:14][c:15]([O:17][c:18]2[s:19][cH:20][c:21]([C:23](=[O:24])[O:25][CH2:26][CH3:27])[n:22]2)[cH:16]1.[CH3:40][CH2:41][O:42][CH2:43][CH3:44].[H-:1].[H-:4].[H-:5].[H-:6].[Li+:3].[Mg+2:34].[O-:35][S:36](=[O:37])(=[O:38])[O-:39].[O:45]1[CH2:46][CH2:47][CH2:48][CH2:49]1.[OH2:33]>>[C:7]([CH3:8])([CH3:9])([CH3:10])[c:11]1[c:12]([OH:32])[c:13]([C:28]([CH3:29])([CH3:30])[CH3:31])[cH:14][c:15]([O:17][c:18]2[s:19][cH:20][c:21]([CH2:23][OH:24])[n:22]2)[cH:16]1. Reactants: OCC[C@H](C(=O)N1C[C@]2([C@@H](CN(C2=O)C)C2=CC=CC=C2)CCC1)NC(OC(C)(C)C)=O (Tert-butyl (R)-4-hydroxy-1-((4S,5R)-2-methyl-1-oxo-4-phenyl-2,7-diazaspiro[4.5]decan-7-yl)-1-oxobutan-2-ylcarbamate), N(=NC(=O)OC(C)C)C(=O)OC(C)C (diisopropyl azodicarboxylate), C1(=CC=CC=C1)O (Phenol), C1(=CC=CC=C1)P(C1=CC=CC=C1)C1=CC=CC=C1 (triphenylphosphine). Run in C1CCOC1 (THF). Conditions: temperature 0 celsius, time 8 hour. The product is CN1C([C@]2([C@@H](C1)C1=CC=CC=C1)CN(CCC2)C([C@@H](CCOC2=CC=CC=C2)NC(OC(C)(C)C)=O)=O)=O (Tert-butyl (R)-1-((4S,5R)-2-methyl-1-oxo-4-phenyl-2,7-diazaspiro[4.5]decan-7-yl)-1-oxo-4-phenoxybutan-2-ylcarbamate). As a reaction SMILES: [OH:1][CH2:2][CH2:3][C@@H:4]([NH:25][C:26](=[O:32])[O:27][C:28]([CH3:31])([CH3:30])[CH3:29])[C:5]([N:7]1[CH2:24][CH2:23][CH2:22][C@:9]2([C:13](=[O:14])[N:12]([CH3:15])[CH2:11][C@H:10]2[C:16]2[CH:21]=[CH:20][CH:19]=[CH:18][CH:17]=2)[CH2:8]1)=[O:6].[C:33]1(O)[CH:38]=[CH:37][CH:36]=[CH:35][CH:34]=1.C1(P(C2C=CC=CC=2)C2C=CC=CC=2)C=CC=CC=1.N(C(OC(C)C)=O)=NC(OC(C)C)=O>C1COCC1>[CH3:15][N:12]1[CH2:11][C@@H:10]([C:16]2[CH:21]=[CH:20][CH:19]=[CH:18][CH:17]=2)[C@@:9]2([CH2:22][CH2:23][CH2:24][N:7]([C:5](=[O:6])[C@H:4]([NH:25][C:26](=[O:32])[O:27][C:28]([CH3:29])([CH3:31])[CH3:30])[CH2:3][CH2:2][O:1][C:33]3[CH:38]=[CH:37][CH:36]=[CH:35][CH:34]=3)[CH2:8]2)[C:13]1=[O:14]. Procedure details: Tert-butyl (R)-4-hydroxy-1-((4S,5R)-2-methyl-1-oxo-4-phenyl-2,7-diazaspiro[4.5]decan-7-yl)-1-oxobutan-2-ylcarbamate (111 mg; 0.249 mmol) was solubilised in THF (2.5 ml). Phenol (24 mg; 0.249 mmol) was added followed by triphenylphosphine (98 mg; 0.374 mmol). The solution was cooled to 0° C. and diisopropyl azodicarboxylate (0.073 ml; 0.374 mmol) was added. The reaction mixture was warmed to RT slowly and stirred overnight. The solution was concentrated in vacuo and purified by chromatography on ... The reactants are Cl.C[C@H]1[C@H](CNCC1)N1C=CC(C2=CN=C3C(=C12)C=CN3)=O (rac-1-[(3R,4R)-4-methylpiperidin-3-yl]-1H-pyrrolo[2,3-h][1,6]naphthyridin-4(7H)-one hydrochloride), FC1=C(C=O)C=CC=C1F (2,3-difluorobenzaldehyde), C(O)([O-])=O.[Na+] (sodium hydrogen carbonate), [OH-].[Na+] (sodium hydroxide), B.N1=C(C=CC=C1)C (2-picoline borane). The solvent is CO (methanol), C(C)(=O)O (acetic acid). Yields the product FC1=C(CN2C[C@@H]([C@@H](CC2)C)N2C=CC(C3=CN=C4C(=C23)C=CN4)=O)C=CC=C1F (rac-1-[(3R,4R)-1-(2,3-difluorobenzyl)-4-methylpiperidin-3-yl]-1H-pyrrolo[2,3-h][1,6]naphthyridin-4(7H)-one). Isolated yield 26.0%. As a reaction SMILES: Cl.[CH3:2][C@@H:3]1[CH2:8][CH2:7][NH:6][CH2:5][C@@H:4]1[N:9]1[C:18]2[C:13](=[CH:14][N:15]=[C:16]3[NH:21][CH:20]=[CH:19][C:17]3=2)[C:12](=[O:22])[CH:11]=[CH:10]1.[F:23][C:24]1[C:31]([F:32])=[CH:30][CH:29]=[CH:28][C:25]=1[CH:26]=O.B.N1C=CC=CC=1C.C(=O)([O-])O.[Na+].[OH-].[Na+]>CO.C(O)(=O)C>[F:23][C:24]1[C:31]([F:32])=[CH:30][CH:29]=[CH:28][C:25]=1[CH2:26][N:6]1[CH2:7][CH2:8][C@@H:3]([CH3:2])[C@@H:4]([N:9]2[C:18]3[C:13](=[CH:14][N:15]=[C:16]4[NH:21][CH:20]=[CH:19][C:17]4=3)[C:12](=[O:22])[CH:11]=[CH:10]2)[CH2:5]1 |f:0.1,3.4,5.6,7.8|. Procedure details: rac-1-[(3R,4R)-4-methylpiperidin-3-yl]-1H-pyrrolo[2,3-h][1,6]naphthyridin-4(7H)-one hydrochloride (18 mg, 0.057 mmol) and 2,3-difluorobenzaldehyde (10 mg, 0.070 mmol) in a mixture of methanol (1 mL)/acetic acid (1 mL) was stirred with 2-picoline borane (10 mg, 0.094 mmol) at room temperature for one day. After addition of saturated aqueous sodium hydrogen carbonate and 1 M aqueous sodium hydroxide, the reaction mixture was extracted with chloroform, and the organic layer was dried over anhydrous... The reactants are [Al+3], O=C(Cl)c1cccnc1, CN(C)C=O, [Cl-], [Cl-], [Cl-], Cl, O=[Se]1CNc2ccccc21. The product is O=C(c1cccnc1)c1ccc2c(c1)[Se](=O)CN2. RXN SMILES: [Al+3:7].[C:21]([c:22]1[cH:23][n:24][cH:25][cH:26][cH:27]1)(=[O:28])[Cl:29].[CH3:1][N:2]([CH3:3])[CH:4]=[O:5].[Cl-:6].[Cl-:8].[Cl-:9].[ClH:20].[Se:10]1(=[O:19])[CH2:11][NH:12][c:13]2[c:14]1[cH:15][cH:16][cH:17][cH:18]2>>[Se:10]1(=[O:19])[CH2:11][NH:12][c:13]2[c:14]1[cH:15][c:16]([C:21]([c:22]1[cH:23][n:24][cH:25][cH:26][cH:27]1)=[O:28])[cH:17][cH:18]2.